This data is from the Open Reaction Database (ORD), a public repository of structured organic reaction records. The task is: describe an organic reaction: reactants, conditions, products, and yield Reactants: Oc1ccc(COc2ccccc2)cc1, O, CC(C)(O)C(=O)O, O=S(=O)(O)O. Yields the product CC(C)(Oc1ccc(COc2ccccc2)cc1)C(=O)O. As a reaction SMILES: [O:1]([c:2]1[cH:3][cH:4][cH:5][cH:6][cH:7]1)[CH2:8][c:9]1[cH:10][cH:11][c:12]([OH:15])[cH:13][cH:14]1.[OH2:28].[OH:16][C:17]([C:18](=[O:19])[OH:20])([CH3:21])[CH3:22].[S:23](=[O:24])(=[O:25])([OH:26])[OH:27]>>[O:1]([c:2]1[cH:3][cH:4][cH:5][cH:6][cH:7]1)[CH2:8][c:9]1[cH:10][cH:11][c:12]([O:15][C:17]([C:18](=[O:19])[OH:20])([CH3:21])[CH3:22])[cH:13][cH:14]1. Reactants: C(C1=CC=CC=C1)OC(=O)C(CP(O)(=O)CCC1=CC=CC=C1)CCC(=O)OCC1=CC=CC=C1 (2,4-Di(benzyloxycarbonyl)butyl(phenethyl)phosphinic acid). The reagents and catalysts are [Pd] (Pd/C). The solvent is O (water). Yields the product C(CC1=CC=CC=C1)P(=O)(O)CC(C(=O)O)CCC(=O)O (2-[(phenethylhydroxyphosphinyl)methyl]pentanedioic acid). Yield: 115.7%. RXN SMILES: C([O:8][C:9]([CH:11]([CH2:24][CH2:25][C:26]([O:28]CC1C=CC=CC=1)=[O:27])[CH2:12][P:13]([CH2:16][CH2:17][C:18]1[CH:23]=[CH:22][CH:21]=[CH:20][CH:19]=1)(=[O:15])[OH:14])=[O:10])C1C=CC=CC=1>O.[Pd]>[CH2:16]([P:13]([CH2:12][CH:11]([CH2:24][CH2:25][C:26]([OH:28])=[O:27])[C:9]([OH:10])=[O:8])([OH:15])=[O:14])[CH2:17][C:18]1[CH:19]=[CH:20][CH:21]=[CH:22][CH:23]=1. Procedure details: 2,4-Di(benzyloxycarbonyl)butyl(phenethyl)phosphinic acid (1.1 g, 2.2 mmol) in 20 mL of water containing 120 mg of 10% Pd/C was hydrogenated on a Parr hydrogenator at 40 psi overnight. Filtration through a Celite pad followed by evaporation on high vacuum gave 0.8 g (114%) of 2-[(phenethylhydroxyphosphinyl)methyl]pentanedioic acid (4, R=CH2CH2Ph) as a white solid. Reactants: C1(CC1)C=1C(=CC(=C(C(=O)O)C1)F)OCC1(CCCCC1)C(F)(F)F (5-cyclopropyl-2-fluoro-4-((1-(trifluoromethyl)-cyclohexyl)methoxy)-benzoic acid), N1(CCC1)S(=O)(=O)N (azetidine-1-sulfonamide), C12C(C3CC(CC(C1)C3)C2)COC2=CC(=C(C(=O)O)C=C2C2CC2)F (4-(adamantan-2-ylmethoxy)-5-cyclopropyl-2-fluorobenzoic acid), CS(=O)(=O)N (methanesulfonamide). The product is C12C(C3CC(CC(C1)C3)C2)COC2=CC(=C(C(=O)NS(=O)(=O)N3CCC3)C=C2C2CC2)F (4-(adamantan-2-ylmethoxy)-N-(azetidin-1-ylsulfonyl)-5-cyclopropyl-2-fluorobenzamide). RXN SMILES: C1(C2C(OCC3(C(F)(F)F)CCCCC3)=CC(F)=C(C=2)C(O)=O)CC1.[CH:26]12[CH2:35][CH:30]3[CH2:31][CH:32]([CH2:34][CH:28]([CH2:29]3)[CH:27]1[CH2:36][O:37][C:38]1[C:46]([CH:47]3[CH2:49][CH2:48]3)=[CH:45][C:41]([C:42](O)=[O:43])=[C:40]([F:50])[CH:39]=1)[CH2:33]2.CS(N)(=O)=O.[N:56]1([S:60]([NH2:63])(=[O:62])=[O:61])[CH2:59][CH2:58][CH2:57]1>>[CH:26]12[CH2:35][CH:30]3[CH2:31][CH:32]([CH2:34][CH:28]([CH2:29]3)[CH:27]1[CH2:36][O:37][C:38]1[C:46]([CH:47]3[CH2:48][CH2:49]3)=[CH:45][C:41]([C:42]([NH:63][S:60]([N:56]3[CH2:59][CH2:58][CH2:57]3)(=[O:62])=[O:61])=[O:43])=[C:40]([F:50])[CH:39]=1)[CH2:33]2. Procedure: Following the procedure as described in Example 158 step 5, and making variations as required to replace 5-cyclopropyl-2-fluoro-4-((1-(trifluoromethyl)-cyclohexyl)methoxy)-benzoic acid with 4-(adamantan-2-ylmethoxy)-5-cyclopropyl-2-fluorobenzoic acid and to replace methanesulfonamide with azetidine-1-sulfonamide, the title compound was obtained (0.07 g, 26%) as a colorless solid: 1H NMR (300 MHz, CDCl3) δ8.72-8.62 (m, 1H), 7.60-7.54 (m, 1H), 6.67-6.59 (m, 1H), 4.31-4.20 (m, 4H), 4.14-4.07 (m, 2H... Starting materials: O1[C@H](COC2=C1C=CC=C2)C2=CC=C(CN1CCC(CC1)N)C=C2 (1-[(S)-4-(2,3-Dihydro-benzo[1,4]dioxin-2-yl)-benzyl]-piperidin-4-ylamine), ClCCCS(=O)(=O)Cl (3-chloro-propane-1-sulfonyl chloride), N1=CC=CC=C1 (pyridine). The solvent is C1CCOC1 (THF), C(=O)(O)[O-].[Na+] (NaHCO3). Reaction conditions: time 18 hour. Yields the product O1[C@H](COC2=C1C=CC=C2)C2=CC=C(CN1CCC(CC1)NS(=O)(=O)CCCCl)C=C2 (3-chloro-propane-1-sulfonic acid {1-[(S)-4-(2,3-dihydro-benzo[1,4]dioxin-2-yl)-benzyl]-piperidin-4-yl}-amide). As a reaction SMILES: [O:1]1[C:6]2[CH:7]=[CH:8][CH:9]=[CH:10][C:5]=2[O:4][CH2:3][C@@H:2]1[C:11]1[CH:24]=[CH:23][C:14]([CH2:15][N:16]2[CH2:21][CH2:20][CH:19]([NH2:22])[CH2:18][CH2:17]2)=[CH:13][CH:12]=1.[Cl:25][CH2:26][CH2:27][CH2:28][S:29](Cl)(=[O:31])=[O:30].N1C=CC=CC=1>C1COCC1.C([O-])(O)=O.[Na+]>[O:1]1[C:6]2[CH:7]=[CH:8][CH:9]=[CH:10][C:5]=2[O:4][CH2:3][C@@H:2]1[C:11]1[CH:12]=[CH:13][C:14]([CH2:15][N:16]2[CH2:17][CH2:18][CH:19]([NH:22][S:29]([CH2:28][CH2:27][CH2:26][Cl:25])(=[O:31])=[O:30])[CH2:20][CH2:21]2)=[CH:23][CH:24]=1 |f:4.5|. Procedure: To a stirred solution of compound 217 (535 mg, 1.65 mmol) in THF (10 mL) is added 3-chloro-propane-1-sulfonyl chloride (0.40 mL, 3.3 mmol) and pyridine (0.27 mL). After 18 h, the mixture is diluted with saturated NaHCO3 and extracted with EtOAc. The organic layer is dried over Na2SO4, filtered, and concentrated. The residue is purified by flash chromatography eluting with a gradient of 0-10% MeOH in DCM to provide 3-chloro-propane-1-sulfonic acid {1-[(S)-4-(2,3-dihydro-benzo[1,4]dioxin-2-yl)-ben...